Task: describe an organic reaction: reactants, conditions, products, and yield. Dataset: the Open Reaction Database (ORD), a public repository of structured organic reaction records The reactants are N[C@H](C(=O)OC)CC1=CC(=CC(=C1)O)F ((S)-methyl 2-amino-3-(3-fluoro-5-hydroxyphenyl)propanoate), BrC=1C=C(C=C(C1)F)OC (3-bromo-5-fluoroanisole), DL-5-fluoro-meta-tyrosine, NC(C(=O)OC)CC1=CC(=CC(=C1)O)F (methyl 2-amino-3-(3-fluoro-5-hydroxyphenyl)propanoate). Yields the product C1=CC(=CC(=C1)O)C[C@@H](C(=O)O)N (Meta-Tyrosine). RXN SMILES: [NH2:1][C@@H:2]([CH2:7][C:8]1[CH:13]=[C:12]([OH:14])[CH:11]=[C:10](F)[CH:9]=1)[C:3]([O:5]C)=[O:4].BrC1C=C(OC)C=C(F)C=1.NC(CC1C=C(O)C=C(F)C=1)C(OC)=O>>[CH:10]1[CH:11]=[C:12]([OH:14])[CH:13]=[C:8]([CH2:7][C@H:2]([NH2:1])[C:3]([OH:5])=[O:4])[CH:9]=1. Procedure details: (S)-methyl 2-amino-3-(3-fluoro-5-hydroxyphenyl)propanoate was purchased from NetChem (USA). (3-bromo-5-fluoroanisole (9-1) was purchased from Accela ChemBio Co., Ltd., (Shanghai, China) and can also be purchased from Amfinecom Inc (USA) or Apollo Scientific Ltd. (UK)). DL-5-fluoro-meta-tyrosine (9) and methyl 2-amino-3-(3-fluoro-5-hydroxyphenyl)propanoate (10)) were synthesised as follows. Starting materials: N1[C@@H](CCC1=O)C(=O)O (L-Pyroglutamic acid), CO (CH3OH), S(=O)(Cl)Cl (thionyl chloride). Reaction conditions: temperature 0 celsius, time 3.5 hour. The product is COC([C@H]1NC(CC1)=O)=O (L-Pyroglutamic acid methyl ester). As a reaction SMILES: [NH:1]1[C:5](=[O:6])[CH2:4][CH2:3][C@H:2]1[C:7]([OH:9])=[O:8].S(Cl)(Cl)=O.[CH3:14]O>>[CH3:14][O:8][C:7](=[O:9])[C@@H:2]1[CH2:3][CH2:4][C:5](=[O:6])[NH:1]1. Procedure details: L-Pyroglutamic acid (15.17 g, 0.1175 mol) was dissolved in CH3OH (100 mL), cooled to 0° C. under Ar and treated dropwise with thionyl chloride (18.9 mL, 0.259 mol) with stirring. The bath was removed and stirring was continued at ambient temperature for 3.5 h. Water (150 mL) and solid NaHCO3 (60 g) were added, the CH3OH was removed on a rotary evaporator, and the residue extracted with CH2Cl2 (3×150 mL). The organic layers were combined, washed with brine, dried (MgSO4), filtered and concentrate... The reactants are C(=O)O (Formic acid), C(C1=CC=CC=C1)(C1=CC=CC=C1)(C1=CC=CC=C1)NC=1SC=C(N1)C(C(=O)OCC)=NOCC#C (ethyl 2-(2-tritylaminothiazol-4-yl)-2-propargyloxyiminoacetate). Solvent: O1CCCC1 (tetrahydrofuran). Reaction conditions: temperature 60 celsius. Yields the product NC=1SC=C(N1)C(C(=O)OCC)=NOCC#C (ethyl 2-(2-aminothiazol-4-yl)-2-propargyloxyiminoacetate). The yield is 7.2%. RXN SMILES: C(O)=O.C([NH:23][C:24]1[S:25][CH:26]=[C:27]([C:29](=[N:35][O:36][CH2:37][C:38]#[CH:39])[C:30]([O:32][CH2:33][CH3:34])=[O:31])[N:28]=1)(C1C=CC=CC=1)(C1C=CC=CC=1)C1C=CC=CC=1>O1CCCC1>[NH2:23][C:24]1[S:25][CH:26]=[C:27]([C:29](=[N:35][O:36][CH2:37][C:38]#[CH:39])[C:30]([O:32][CH2:33][CH3:34])=[O:31])[N:28]=1. Procedure details: 50% Formic acid (41 ml.) was added to a solution of ethyl 2-(2-tritylaminothiazol-4-yl)-2-propargyloxyiminoacetate (syn isomer, 8.2 g.) and tetrahydrofuran (41 ml.), and stirred at 60° C. for an hour. The resultant solution was concentrated to a half of initial volume under reduced pressure, and the precipitates were collected by filtration and washed with diisopropyl ether. The filtrate and washing solution were combined together and concentrated in vacuo. The residue was added to ethyl acetate... Reactants: O=C1NCCc2c(Br)[nH]c3cccc1c23, CC(=O)[O-], [K+], [Na+], [Na+], O=C([O-])[O-], Oc1ccccc1I. The product is O=C1NCCc2c(-c3ccccc3O)[nH]c3cccc1c23. Reaction SMILES: [Br:14][c:15]1[nH:16][c:17]2[cH:18][cH:19][cH:20][c:21]3[c:22]2[c:23]1[CH2:24][CH2:25][NH:26][C:27]3=[O:28].[CH3:10][C:11](=[O:12])[O-:13].[K+:9].[Na+:29].[Na+:30].[O-:31][C:32](=[O:33])[O-:34].[OH:1][c:2]1[cH:3][cH:4][cH:5][cH:6][c:7]1[I:8]>>[OH:1][c:2]1[cH:3][cH:4][cH:5][cH:6][c:7]1-[c:15]1[nH:16][c:17]2[cH:18][cH:19][cH:20][c:21]3[c:22]2[c:23]1[CH2:24][CH2:25][NH:26][C:27]3=[O:28].